From a dataset of the Open Reaction Database (ORD), a public repository of structured organic reaction records. describe an organic reaction: reactants, conditions, products, and yield Product: C(=O)(O)C1=CC=C(C=C1)N1C(=NN=C1)S (1-(4-carboxyphenyl)-2-mercapto-1,3,4-triazole). Yield: 82.4%. Reported procedure: To 8.2 g of 1-(4-carboethoxyphenyl)-2-mercapto-1,3,4-triazole was added 50 ml of an aqueous solution of 2 mol/liter of sodium hydroxide and the mixture was refluxed for 1 hour. Then, 100 ml of water was added to the reaction mixture and after filtering away insoluble matter, the pH of the filtrate was adjusted to about 1 by the addition of hydrochloric acid. Crystals thus formed were collected by filtration, dissolved in 500 ml of N,N-dimethylformamide and ethyl acetate and hexane were added to ... As a reaction SMILES: [C:1]([C:6]1[CH:11]=[CH:10][C:9]([N:12]2[CH:16]=[N:15][N:14]=[C:13]2[SH:17])=[CH:8][CH:7]=1)([O:3]CC)=[O:2].[OH-].[Na+]>O>[C:1]([C:6]1[CH:7]=[CH:8][C:9]([N:12]2[CH:16]=[N:15][N:14]=[C:13]2[SH:17])=[CH:10][CH:11]=1)([OH:3])=[O:2] |f:1.2|. The reactants are C(=O)(OCC)C1=CC=C(C=C1)N1C(=NN=C1)S (1-(4-carboethoxyphenyl)-2-mercapto-1,3,4-triazole), aqueous solution, [OH-].[Na+] (sodium hydroxide). Solvent: O (water). Reactants: CO (methanol), [H][H] (hydrogen), COC([C@@H](NC([C@@H](NC([C@H](NC(=O)OCC1=CC=CC=C1)C)=O)CC(O)=O)=O)CC1=CC=CC=C1)=O (N-benzyloxycarbonyl-D-alanyl-α-L-aspartyl-L-phenylalanine methyl ester). Reagents/catalysts: [C].[Pd] (palladium-carbon). The solvent is O (water). Yields the product COC([C@@H](NC([C@@H](NC([C@H](N)C)=O)CC(O)=O)=O)CC1=CC=CC=C1)=O (D-Alanyl-α-L-aspartyl-L-phenylalanine methyl ester). As a reaction SMILES: CO.[CH3:3][O:4][C:5](=[O:38])[C@H:6]([CH2:31][C:32]1[CH:37]=[CH:36][CH:35]=[CH:34][CH:33]=1)[NH:7][C:8](=[O:30])[C@H:9]([CH2:26][C:27](=[O:29])[OH:28])[NH:10][C:11](=[O:25])[C@@H:12]([CH3:24])[NH:13]C(OCC1C=CC=CC=1)=O.[H][H]>[C].[Pd].O>[CH3:3][O:4][C:5](=[O:38])[C@H:6]([CH2:31][C:32]1[CH:37]=[CH:36][CH:35]=[CH:34][CH:33]=1)[NH:7][C:8](=[O:30])[C@H:9]([CH2:26][C:27](=[O:28])[OH:29])[NH:10][C:11](=[O:25])[C@@H:12]([CH3:24])[NH2:13] |f:3.4|. Procedure details: In a solvent mixture of 75 ml of methanol and 75 ml of water was dissolved 2.1 g of N-benzyloxycarbonyl-D-alanyl-α-L-aspartyl-L-phenylalanine methyl ester, followed by reduction at room temperature for 4 hours in a hydrogen flow using palladium-carbon as a catalyst. The catalyst was filtered off and the filtrate was concentrated under reduced pressure. The residue was recrystallized from water-acetone. Yield, 1.3 g; m.p., 228°-230° C. Reaction SMILES: C1(P(C2C=CC=CC=2)C2C=CC3C(=CC=CC=3)C=2C2C3C(=CC=CC=3)C=CC=2P(C2C=CC=CC=2)C2C=CC=CC=2)C=CC=CC=1.C(=O)([O-])[O-].[Cs+].[Cs+].Br[C:54]1[CH:59]=[CH:58][C:57]([O:60][CH3:61])=[C:56]([N+:62]([O-:64])=[O:63])[CH:55]=1.[CH3:65][C@H:66]1[CH2:71][NH:70][CH2:69][C@@H:68]([CH3:72])[NH:67]1>O1CCOCC1.C([O-])(=O)C.[Pd+2].C([O-])(=O)C>[CH3:65][C@H:66]1[NH:67][C@@H:68]([CH3:72])[CH2:69][N:70]([C:54]2[CH:59]=[CH:58][C:57]([O:60][CH3:61])=[C:56]([N+:62]([O-:64])=[O:63])[CH:55]=2)[CH2:71]1 |f:1.2.3,7.8.9|. Starting materials: C([O-])([O-])=O.[Cs+].[Cs+] (Cesium carbonate), BrC1=CC(=C(C=C1)OC)[N+](=O)[O-] (4-bromo-2-nitroanisole), C[C@@H]1N[C@@H](CNC1)C (cis-2,6-dimethylpiperazine), C1(=CC=CC=C1)P(C1=C(C2=CC=CC=C2C=C1)C1=C(C=CC2=CC=CC=C12)P(C1=CC=CC=C1)C1=CC=CC=C1)C1=CC=CC=C1 (rac-2,2′-bis(diphenylphosphino)-1,1′-binapthyl). Reagents/catalysts: C(C)(=O)[O-].[Pd+2].C(C)(=O)[O-] (Palladium (II) acetate). Yields the product C[C@@H]1CN(C[C@@H](N1)C)C1=CC(=C(C=C1)OC)[N+](=O)[O-] (cis-3,5-Dimethyl-1-[4-(methyloxy)-3-nitrophenyl]piperazine). Reported procedure: Palladium (II) acetate (941 mg, 4.2 mmol) and rac-2,2′-bis(diphenylphosphino)-1,1′-binapthyl (3.93 g, 6 mmol) were heated to 50° C. in dioxane (200 ml) for 30 minutes. Cesium carbonate (20.48 g, 63 mmol), 4-bromo-2-nitroanisole (9.75 g, 42 mmol) and cis-2,6-dimethylpiperazine (14.39 g, 126 mmol) were added and the mixture heated at reflux for 18 hours. The solids were filtered through celite and washed with ethyl acetate. The residue was concentrated and dissolved in ethyl acetate and extracted ... The solvent is O1CCOCC1 (dioxane). Reactants: S(=O)(=O)([O-])[O-].[Na+].[Na+] (sodium sulfate), SC[C@H](C(=O)N[C@H](C(=O)O)CSCC1=CC=C(C=C1)C)C ((2R)-2-[(2S)-3-mercapto-2-methylpropionylamino]-3-(4-methylbenzylthio)propionic acid), O.C1(=CC=C(C=C1)S(=O)(=O)O)C (p-toluenesulfonic acid monohydrate). Solvent: CO (methanol). The product is SC[C@H](C(=O)N[C@H](C(=O)OC)CSCC1=CC=C(C=C1)C)C (Methyl (2R)-2-[(2S)-3-mercapto-2-methylpropionylamino]-3-(4-methylbenzylthio)propionate). Reaction SMILES: S([O-])([O-])(=O)=O.[Na+].[Na+].[SH:8][CH2:9][C@@H:10]([CH3:28])[C:11]([NH:13][C@@H:14]([CH2:18][S:19][CH2:20][C:21]1[CH:26]=[CH:25][C:24]([CH3:27])=[CH:23][CH:22]=1)[C:15]([OH:17])=[O:16])=[O:12].O.[C:30]1(C)C=CC(S(O)(=O)=O)=CC=1>CO>[SH:8][CH2:9][C@@H:10]([CH3:28])[C:11]([NH:13][C@@H:14]([CH2:18][S:19][CH2:20][C:21]1[CH:22]=[CH:23][C:24]([CH3:27])=[CH:25][CH:26]=1)[C:15]([O:17][CH3:30])=[O:16])=[O:12] |f:0.1.2,4.5|. Reported procedure: Anhydrous sodium sulfate (3 g) is added to a solution of (2R)-2-[(2S)-3-mercapto-2-methylpropionylamino]-3-(4-methylbenzylthio)propionic acid (compound No. 1-1, 300 mg) and p-toluenesulfonic acid monohydrate (240 mg) in methanol (10 ml), and the mixture is refluxed for three hours and 30 minutes. Sodium sulfate is filtered out, and the filtrate is concentrated under reduced pressure. A 5% aqueous sodium hydrogencarbonate solution is added to the obtained residue, and the whole is extracted with ... Reactants: BrC1=CN(C2=CC(=CC=C12)C(=O)C=1C=CC(=C(C1)S(=O)(=O)N[Si](C)(C)C(C)(C)C)C)[Si](C)(C)C(C)(C)C (5-[3-bromo-1-(tert-butyl-dimethyl-silyl)-1H-indole-6-carbonyl]-N-(tert-butyl-dimethyl-silyl)-2-methyl-benzenesulfonamide), C(Cl)Cl.CO.[OH-].[NH4+] (methylene chloride methanol ammonium hydroxide). Product: CC1=C(C=C(C=C1)C(=O)C1=CC=C2C(=CNC2=C1)C1=CC(=NC=C1)C)S(=O)(=O)N (2-Methyl-5-[3-(2-methyl-pyridin-4-yl)-1H-indole-6-carbonyl]-benzenesulfonamide). As a reaction SMILES: Br[C:2]1[C:10]2[C:5](=[CH:6][C:7]([C:11]([C:13]3[CH:14]=[CH:15][C:16]([CH3:30])=[C:17]([S:19]([NH:22][Si](C(C)(C)C)(C)C)(=[O:21])=[O:20])[CH:18]=3)=[O:12])=[CH:8][CH:9]=2)[N:4]([Si](C(C)(C)C)(C)C)[CH:3]=1.C(Cl)Cl.CO.[OH-].[NH4+:44]>>[CH3:30][C:16]1[CH:15]=[CH:14][C:13]([C:11]([C:7]2[CH:6]=[C:5]3[C:10]([C:2]([C:5]4[CH:10]=[CH:9][N:44]=[C:7]([CH3:8])[CH:6]=4)=[CH:3][NH:4]3)=[CH:9][CH:8]=2)=[O:12])=[CH:18][C:17]=1[S:19]([NH2:22])(=[O:21])=[O:20] |f:1.2.3.4|. Reported procedure: 2-Methyl-5-[3-(2-methyl-pyridin-4-yl)-1H-indole-6-carbonyl]-benzenesulfonamide is prepared from 0.25 g of 5-[3-bromo-1-(tert-butyl-dimethyl-silyl)-1H-indole-6-carbonyl]-N-(tert-butyl-dimethyl-silyl)-2-methyl-benzenesulfonamide according to the procedure described in Example 6 (microwave irradiation at 150° C. for 5 min). MS (m/z): 404 (M−1); Rf 0.19 (90:10:1 methylene chloride/methanol/ammonium hydroxide). Starting materials: O=C([O-])[O-], ClCCl, O=C(Cl)Cl, [K+], [K+], Clc1ccc(OC2CN(C(c3ccccc3)c3ccccc3)C2)cc1Cl. The product is O=C(Cl)N1CC(Oc2ccc(Cl)c(Cl)c2)C1. As a reaction SMILES: [C:5](=[O:6])([O-:7])[O-:8].[CH2:37]([Cl:38])[Cl:39].[Cl:1][C:2]([Cl:3])=[O:4].[K+:10].[K+:9].[c:11]1([CH:12]([c:13]2[cH:14][cH:15][cH:16][cH:17][cH:31]2)[N:18]2[CH2:19][CH:20]([O:22][c:23]3[cH:24][c:25]([Cl:30])[c:26]([Cl:29])[cH:27][cH:28]3)[CH2:21]2)[cH:32][cH:33][cH:34][cH:35][cH:36]1>>[Cl:1][C:2](=[O:4])[N:18]1[CH2:19][CH:20]([O:22][c:23]2[cH:24][c:25]([Cl:30])[c:26]([Cl:29])[cH:27][cH:28]2)[CH2:21]1. The reactants are Cc1ccccc1, O=C1NC(c2c(Cl)cccc2Cl)=[SH]C1=O, Nc1ccc(Cl)c(Cl)c1. Product: O=C(NC(=S)c1c(Cl)cccc1Cl)Nc1ccc(Cl)c(Cl)c1. As a reaction SMILES: [CH3:25][c:26]1[cH:27][cH:28][cH:29][cH:30][cH:31]1.[Cl:1][c:2]1[c:3]([C:9]2=[SH:10][C:11](=[O:15])[C:12](=[O:14])[NH:13]2)[c:4]([Cl:8])[cH:5][cH:6][cH:7]1.[NH2:16][c:17]1[cH:18][cH:19][c:20]([Cl:21])[c:22]([Cl:23])[cH:24]1>>[Cl:1][c:2]1[c:3]([C:9](=[S:10])[NH:13][C:12](=[O:14])[NH:16][c:17]2[cH:18][cH:19][c:20]([Cl:21])[c:22]([Cl:23])[cH:24]2)[c:4]([Cl:8])[cH:5][cH:6][cH:7]1.